Dataset: the Open Reaction Database (ORD), a public repository of structured organic reaction records. Task: describe an organic reaction: reactants, conditions, products, and yield Reactants: BrC1=C(C=CC=C1)CBr (1-bromo-2-(bromomethyl)benzene), [O-]S(=O)[O-].[Na+].[Na+] (Na2SO3). Run in CO.O (methanol H2O). Reaction conditions: temperature 85 celsius, time 2.5 hour. Yields the product BrC1=C(C=CC=C1)CS(=O)(=O)[O-].[Na+] (sodium (2-bromophenyl)methanesulfonate). Yield: 155.6%. RXN SMILES: [Br:1][C:2]1[CH:7]=[CH:6][CH:5]=[CH:4][C:3]=1[CH2:8]Br.[O-:10][S:11]([O-:13])=[O:12].[Na+:14].[Na+]>CO.O>[Br:1][C:2]1[CH:7]=[CH:6][CH:5]=[CH:4][C:3]=1[CH2:8][S:11]([O-:13])(=[O:12])=[O:10].[Na+:14] |f:1.2.3,4.5,6.7|. Procedure details: A mixture of 1-bromo-2-(bromomethyl)benzene (20 g, 0.08 mol) and Na2SO3 (15 g, 0.12 mol) in methanol/H2O (100 mL/100 mL) was stirred at 85° Celsius for 2.5 hours, concentrated to dryness and dried to give sodium (2-bromophenyl)methanesulfonate (34 g, crude). 1H NMR (300 MHz, DMSO-d6) δ 7.54 (m, 2H), 7.27 (m, 1H), 7.12 (m, 1H), 3.91 (s, 2H). The reactants are FC(C(F)F)(OC=1C=C(C=O)C=CC1)F (3-(1,1,2,2-tetrafluoroethoxy)benzaldehyde), [C-]#N.[K+] (KCN), OS(=O)[O-].[Na+] (NaHSO3), [C-]#N.[K+] (KCN), OS(=O)[O-].[Na+] (NaHSO3). Solvent: C(C)(=O)OCC (ethyl acetate), O (H2O), O (H2O). Conditions: time 8 hour. Yields the product OC(C#N)C1=CC(=CC=C1)OC(C(F)F)(F)F (2-Hydroxy-2-(3-(1,1,2,2-tetrafluoroethoxy)phenyl)acetonitrile). RXN SMILES: [F:1][C:2]([F:15])([O:6][C:7]1[CH:8]=[C:9]([CH:12]=[CH:13][CH:14]=1)[CH:10]=[O:11])[CH:3]([F:5])[F:4].[C-:16]#[N:17].[K+].OS([O-])=O.[Na+]>C(OCC)(=O)C.O>[OH:11][CH:10]([C:9]1[CH:12]=[CH:13][CH:14]=[C:7]([O:6][C:2]([F:15])([F:1])[CH:3]([F:4])[F:5])[CH:8]=1)[C:16]#[N:17] |f:1.2,3.4|. Reported procedure: To 3-(1,1,2,2-tetrafluoroethoxy)benzaldehyde (222 mg, 1.0 mmol) in ethyl acetate (5 mL) was added a solution of KCN (195 mg, 3.0 mmol) and NaHSO3 (312 mg, 3.0 mmol) dissolved in H2O (10 mL). The reaction was stirred at rt for 8 h. Another portion of KCN (195 mg, 3.0 mmol) and NaHSO3 (312 mg, 3.0 mmol) dissolved in H2O (10 mL) was added. It was left stirring overnight before it was extracted with ethyl acetate (2×50 mL). The combined organic extracts were dried and concentrated to give 130A as an...